Task: describe an organic reaction: reactants, conditions, products, and yield. Dataset: the Open Reaction Database (ORD), a public repository of structured organic reaction records Starting materials: FC1=C(C#N)C=CC(=C1)C1(CC1)C=1N(C=NC1)C (2-fluoro-4-[1-(3-methyl-3-H-imidazol-4-yl)-cyclopropyl]-benzonitrile), C(C)C1(C(N(CCCC1)C)=O)C1=CC(=CC=C1)O (3-ethyl-3-(3-hydroxy-phenyl)-1-methyl-azepan-2-one). Yields the product C(C)C1(C(N(CCCC1)C)=O)C=1C=C(OC2=C(C#N)C=CC(=C2)C2(CC2)C=2N(C=NC2)C)C=CC1 (2-[3-(3-ethyl-1-methyl-2-oxo-azepan-3-yl)-phenoxy]-4-[-(3-methyl-3-H-imidazol-4-yl)-cyclopropyl]-benzonitrile). As a reaction SMILES: F[C:2]1[CH:9]=[C:8]([C:10]2([C:13]3[N:14]([CH3:18])[CH:15]=[N:16][CH:17]=3)[CH2:12][CH2:11]2)[CH:7]=[CH:6][C:3]=1[C:4]#[N:5].[CH2:19]([C:21]1([C:30]2[CH:35]=[CH:34][CH:33]=[C:32]([OH:36])[CH:31]=2)[CH2:27][CH2:26][CH2:25][CH2:24][N:23]([CH3:28])[C:22]1=[O:29])[CH3:20]>>[CH2:19]([C:21]1([C:30]2[CH:31]=[C:32]([CH:33]=[CH:34][CH:35]=2)[O:36][C:2]2[CH:9]=[C:8]([C:10]3([C:13]4[N:14]([CH3:18])[CH:15]=[N:16][CH:17]=4)[CH2:12][CH2:11]3)[CH:7]=[CH:6][C:3]=2[C:4]#[N:5])[CH2:27][CH2:26][CH2:25][CH2:24][N:23]([CH3:28])[C:22]1=[O:29])[CH3:20]. Reported procedure: Using the procedure described in Example 3, the title compound was prepared starting with 2-fluoro-4-[1-(3-methyl-3-H-imidazol-4-yl)-cyclopropyl]-benzonitrile (as described in Step A above) (0.050 g, 0.21 mmol) and 3-ethyl-3-(3-hydroxy-phenyl)-1-methyl-azepan-2-one (0.078 g, 0.21 mmol).